From a dataset of the Open Reaction Database (ORD), a public repository of structured organic reaction records. describe an organic reaction: reactants, conditions, products, and yield Reactants: CC1=CC=C(C=C1)S(=O)(=O)OCC1CC2=C(O1)C=1CCCC1C(=C2)C ((±)-(5-methyl-3,6,7,8-tetrahydro-2H-indeno[4,5-b]furan-2-yl)methyl 4-methylbenzenesulfonate), [N-]=[N+]=[N-].[Na+] (sodium azide), Intermediate 24. The product is CC1=CC2=C(OC(C2)CN=[N+]=[N-])C=2CCCC12 ((±)-(5-methyl-3,6,7,8-tetrahydro-2H-indeno[4,5-b]furan-2-yl)methyl azide). As a reaction SMILES: CC1C=CC(S(O[CH2:12][CH:13]2[O:17][C:16]3[C:18]4[CH2:19][CH2:20][CH2:21][C:22]=4[C:23]([CH3:25])=[CH:24][C:15]=3[CH2:14]2)(=O)=O)=CC=1.[N-:26]=[N+:27]=[N-:28].[Na+]>>[CH3:25][C:23]1[C:22]2[CH2:21][CH2:20][CH2:19][C:18]=2[C:16]2[O:17][CH:13]([CH2:12][N:26]=[N+:27]=[N-:28])[CH2:14][C:15]=2[CH:24]=1 |f:1.2|. Procedure details: Treatment of (±)-(5-methyl-3,6,7,8-tetrahydro-2H-indeno[4,5-b]furan-2-yl)methyl 4-methylbenzenesulfonate (0.862 g, 2.40 mmol) with sodium azide (0.469 g, 7.21 mmol) generally according to the procedure described for Intermediate 24 gave (±)-(5-methyl-3,6,7,8-tetrahydro-2H-indeno[4,5-b]furan-2-yl)methyl azide. Treatment of the azide with palladium on carbon (10 wt. %, 0.055 g) generally according to the procedure described for Example 2 gave 0.460 g (80%) of (±)-1-(5-methyl-3,6,7,8-tetrahydro-2H-... Product: COc1ccc(S(=O)(=O)N(Cc2ccccc2)c2c(C#N)cccc2C(F)(F)F)cc1. The reactants are COc1ccc(S(=O)(=O)NCc2ccccc2)cc1, N#Cc1cccc(C(F)(F)F)c1F, [H-], [Na+], CN(C)C=O, O. Reaction SMILES: [CH2:1]([c:2]1[cH:3][cH:4][cH:5][cH:6][cH:7]1)[NH:8][S:9](=[O:10])(=[O:11])[c:12]1[cH:13][cH:14][c:15]([O:18][CH3:19])[cH:16][cH:17]1.[F:22][c:23]1[c:24]([C:25]#[N:26])[cH:27][cH:28][cH:29][c:30]1[C:31]([F:32])([F:33])[F:34].[H-:20].[Na+:21].[O:36]=[CH:37][N:38]([CH3:39])[CH3:40].[OH2:35]>>[CH2:1]([c:2]1[cH:3][cH:4][cH:5][cH:6][cH:7]1)[N:8]([S:9](=[O:10])(=[O:11])[c:12]1[cH:13][cH:14][c:15]([O:18][CH3:19])[cH:16][cH:17]1)[c:23]1[c:24]([C:25]#[N:26])[cH:27][cH:28][cH:29][c:30]1[C:31]([F:32])([F:33])[F:34]. Reactants: CC=1C(=NC(=NC1C)Cl)N1C(C2=CC=C(C=C2CC1)Cl)C (5,6-dimethyl-2-chloro-4-(1-methyl-6-chloro- 1,2,3,4-tetrahydroisoquinolin-2-yl)pyrimidine), NC1=CC=CC=C1 (aniline). Product: Cl.CC=1C(=NC(=NC1C)NC1=CC=CC=C1)N1C(C2=CC=C(C=C2CC1)Cl)C (5,6-dimethyl-2-phenylamino-4-(1-methyl-6-chloro-1,2,3,4-tetrahydroisoquinolin-2-yl)pyrimidine hydrochloride). Isolated yield 56.7%. RXN SMILES: [CH3:1][C:2]1[C:3]([N:10]2[CH2:19][CH2:18][C:17]3[C:12](=[CH:13][CH:14]=[C:15]([Cl:20])[CH:16]=3)[CH:11]2[CH3:21])=[N:4][C:5]([Cl:9])=[N:6][C:7]=1[CH3:8].[NH2:22][C:23]1[CH:28]=[CH:27][CH:26]=[CH:25][CH:24]=1>>[ClH:9].[CH3:1][C:2]1[C:3]([N:10]2[CH2:19][CH2:18][C:17]3[C:12](=[CH:13][CH:14]=[C:15]([Cl:20])[CH:16]=3)[CH:11]2[CH3:21])=[N:4][C:5]([NH:22][C:23]2[CH:28]=[CH:27][CH:26]=[CH:25][CH:24]=2)=[N:6][C:7]=1[CH3:8] |f:2.3|. Reported procedure: The same procedures as in Step 2 of Example 3 above were repeated using 5,6-dimethyl-2-chloro-4-(1-methyl-6-chloro-1,2,3,4-tetrahydroisoquinolin-2-yl)pyrimidine (0.1 g, 0.31 mmol) prepared in Step 1 of Example 33 and aniline (0.74 mmol) to afford 73 mg (54.3%) of the titled compound Starting materials: [Al+3], [Cl-], [Cl-], [Cl-], ClCCl, CCOC(=O)c1cc2c(ccn2Cc2ccc(F)cc2)cn1, O=C(Br)c1ccc(F)cc1. The product is CCOC(=O)c1cc2c(cn1)c(C(=O)c1ccc(F)cc1)cn2Cc1ccc(F)cc1. As a reaction SMILES: [Al+3:24].[Cl-:23].[Cl-:25].[Cl-:26].[Cl:37][CH2:38][Cl:39].[F:1][c:2]1[cH:3][cH:4][c:5]([CH2:6][n:7]2[cH:8][cH:9][c:10]3[cH:11][n:12][c:13]([C:16](=[O:17])[O:18][CH2:19][CH3:20])[cH:14][c:15]23)[cH:21][cH:22]1.[F:27][c:28]1[cH:29][cH:30][c:31]([C:32](=[O:33])[Br:34])[cH:35][cH:36]1>>[F:1][c:2]1[cH:3][cH:4][c:5]([CH2:6][n:7]2[cH:8][c:9]([C:32]([c:31]3[cH:30][cH:29][c:28]([F:27])[cH:36][cH:35]3)=[O:33])[c:10]3[cH:11][n:12][c:13]([C:16](=[O:17])[O:18][CH2:19][CH3:20])[cH:14][c:15]23)[cH:21][cH:22]1. Starting materials: O=C1NC(=O)c2ccccc21, CCCC[N+](CCCC)(CCCC)CCCC, CC#N, OCc1cccc(OCCCCl)c1, [K], O=S(=O)([O-])O. Product: O=C1c2ccccc2C(=O)N1CCCOc1cccc(CO)c1. RXN SMILES: [C:15]1(=[O:25])[c:16]2[c:17]([cH:21][cH:22][cH:23][cH:24]2)[C:18](=[O:20])[NH:19]1.[CH2:31]([N+:32]([CH2:33][CH2:34][CH2:35][CH3:36])([CH2:37][CH2:38][CH2:39][CH3:40])[CH2:41][CH2:42][CH2:43][CH3:44])[CH2:45][CH2:46][CH3:47].[CH3:48][C:49]#[N:50].[Cl:1][CH2:2][CH2:3][CH2:4][O:5][c:6]1[cH:7][c:8]([CH2:9][OH:10])[cH:11][cH:12][cH:13]1.[K:14].[S:26]([O-:27])([OH:28])(=[O:29])=[O:30]>>[CH2:2]([CH2:3][CH2:4][O:5][c:6]1[cH:7][c:8]([CH2:9][OH:10])[cH:11][cH:12][cH:13]1)[N:19]1[C:15](=[O:25])[c:16]2[c:17]([cH:21][cH:22][cH:23][cH:24]2)[C:18]1=[O:20]. The reactants are CCc1n[nH]c2cc(C(=O)N(C)OC)ccc12, C[Si](C)(C)CCOCCl, [H-], [Na+], C1CCOC1. The product is CCc1c2ccc(C(=O)N(C)OC)cc2nn1COCC[Si](C)(C)C. Reaction SMILES: [CH2:3]([CH3:4])[c:5]1[n:6][nH:7][c:8]2[cH:9][c:10]([C:14](=[O:15])[N:16]([CH3:17])[O:18][CH3:19])[cH:11][cH:12][c:13]12.[CH3:20][Si:21]([CH2:22][CH2:23][O:24][CH2:25][Cl:26])([CH3:27])[CH3:28].[H-:2].[Na+:1].[O:29]1[CH2:30][CH2:31][CH2:32][CH2:33]1>>[CH2:3]([CH3:4])[c:5]1[n:6]([CH2:25][O:24][CH2:23][CH2:22][Si:21]([CH3:20])([CH3:27])[CH3:28])[n:7][c:8]2[cH:9][c:10]([C:14](=[O:15])[N:16]([CH3:17])[O:18][CH3:19])[cH:11][cH:12][c:13]12. The reactants are Cl (hydrochloric acid), [OH-].[Li+] (lithium hydroxide), C(C)(=O)OCC(=O)NC1=NN2C(N(C(=C([C@H]2C2=CC=C(C=C2)C#N)C#N)C)C2=CC(=CC=C2)C(F)(F)F)=N1 (2-((7R)-6-cyano-7-(4-cyanophenyl)-5-methyl-4-[3-(trifluoromethyl)phenyl]-4,7-dihydro[1,2,4]triazolo[1,5-a]pyrimidin-2-ylamino)-2-oxoethyl acetate). Run in O (water), C1CCOC1 (THF). Reaction conditions: time 1 hour. Yields the product C(#N)C1=C(N(C=2N([C@@H]1C1=CC=C(C=C1)C#N)N=C(N2)NC(CO)=O)C2=CC(=CC=C2)C(F)(F)F)C (N-{(7R)-6-Cyano-7-(4-cyanophenyl)-5-methyl-4-[3-(trifluoromethyl)phenyl]-4,7-dihydro[1,2,4]-triazolo[1,5-a]pyrimidin-2-yl}-2-hydroxyacetamide). Reaction SMILES: [OH-].[Li+].C([O:6][CH2:7][C:8]([NH:10][C:11]1[N:40]=[C:14]2[N:15]([C:30]3[CH:35]=[CH:34][CH:33]=[C:32]([C:36]([F:39])([F:38])[F:37])[CH:31]=3)[C:16]([CH3:29])=[C:17]([C:27]#[N:28])[C@@H:18]([C:19]3[CH:24]=[CH:23][C:22]([C:25]#[N:26])=[CH:21][CH:20]=3)[N:13]2[N:12]=1)=[O:9])(=O)C.Cl>O.C1COCC1>[C:27]([C:17]1[C@@H:18]([C:19]2[CH:24]=[CH:23][C:22]([C:25]#[N:26])=[CH:21][CH:20]=2)[N:13]2[N:12]=[C:11]([NH:10][C:8](=[O:9])[CH2:7][OH:6])[N:40]=[C:14]2[N:15]([C:30]2[CH:35]=[CH:34][CH:33]=[C:32]([C:36]([F:38])([F:39])[F:37])[CH:31]=2)[C:16]=1[CH3:29])#[N:28] |f:0.1|. Procedure details: At RT, a solution of lithium hydroxide (2.3 mg, 95.9 μmol, 5 eq.) in water (125 μl) was added to a solution of 2-((7R)-6-cyano-7-(4-cyanophenyl)-5-methyl-4-[3-(trifluoromethyl)phenyl]-4,7-dihydro[1,2,4]triazolo[1,5-a]pyrimidin-2-ylamino)-2-oxoethyl acetate (10.0 mg, 19.2 μmol; Example 31) in THF (625 μl). After 1 h of stirring, conversion was found to be complete. 1 N hydrochloric acid (153 μl, 8 eq.) was added, and the reaction mixture was directly purified by preparative HPLC (Kromasil C18 col... The reactants are BrC(C(=O)OCC)C (Ethyl 2-bromopropanoate), C(C)OP(OCC)OCC (triethylphosphite). The product is C(C)OP(=O)(OCC)C(C(=O)OCC)C (Ethyl 2 -(diethylphosphono)propanoate). As a reaction SMILES: Br[CH:2]([CH3:8])[C:3]([O:5][CH2:6][CH3:7])=[O:4].[CH2:9]([O:11][P:12]([O:16]CC)[O:13][CH2:14][CH3:15])[CH3:10]>>[CH2:9]([O:11][P:12]([CH:2]([CH3:8])[C:3]([O:5][CH2:6][CH3:7])=[O:4])([O:13][CH2:14][CH3:15])=[O:16])[CH3:10]. Procedure details: Ethyl 2-bromopropanoate (30.0 g.) and triethylphosphite (70.0 g.) were heated overnight at 150° C. under an air condenser. The resulting crude mixture was purified by distillation, the ethyl 2-(diethylphosphono)propanoate was collected at 66°-68° C. at 0.3-0.5 mm.Hg. Reactants: CCC(Br)c1nc2sc(Br)nc2c(=O)n1Cc1ccccc1, CN(C)CCN, CCO. Product: CCC(NCCN(C)C)c1nc2sc(Br)nc2c(=O)n1Cc1ccccc1. RXN SMILES: [CH2:1]([c:2]1[cH:3][cH:4][cH:5][cH:6][cH:7]1)[n:8]1[c:9]([CH:19]([CH2:20][CH3:21])[Br:22])[n:10][c:11]2[c:12]([c:13]1=[O:14])[n:15][c:16]([Br:18])[s:17]2.[CH3:23][N:24]([CH2:25][CH2:26][NH2:27])[CH3:28].[CH3:29][CH2:30][OH:31]>>[CH2:1]([c:2]1[cH:3][cH:4][cH:5][cH:6][cH:7]1)[n:8]1[c:9]([CH:19]([CH2:20][CH3:21])[NH:27][CH2:26][CH2:25][N:24]([CH3:23])[CH3:28])[n:10][c:11]2[c:12]([c:13]1=[O:14])[n:15][c:16]([Br:18])[s:17]2. Reactants: [H-].[Al+3].[Li+].[H-].[H-].[H-] (Lithium aluminum hydride), C1(=CC=CC=C1)CC(CC1=CC=CC=C1)OC1=CC=C(C(=O)NC2=CC=NC=C2)C=C1 (4-(1,3-diphenyl-2-propoxy)-N-(4-pyridyl)benzamide). Yields the product C1(=CC=CC=C1)CC(CC1=CC=CC=C1)OC1=CC=C(CNC2=CC=NC=C2)C=C1 (4-[4-(1,3-diphenyl-2-propoxy)benzylamino]pyridine). RXN SMILES: [H-].[Al+3].[Li+].[H-].[H-].[H-].[C:7]1([CH2:13][CH:14]([O:22][C:23]2[CH:37]=[CH:36][C:26]([C:27]([NH:29][C:30]3[CH:35]=[CH:34][N:33]=[CH:32][CH:31]=3)=O)=[CH:25][CH:24]=2)[CH2:15][C:16]2[CH:21]=[CH:20][CH:19]=[CH:18][CH:17]=2)[CH:12]=[CH:11][CH:10]=[CH:9][CH:8]=1>>[C:16]1([CH2:15][CH:14]([O:22][C:23]2[CH:37]=[CH:36][C:26]([CH2:27][NH:29][C:30]3[CH:35]=[CH:34][N:33]=[CH:32][CH:31]=3)=[CH:25][CH:24]=2)[CH2:13][C:7]2[CH:12]=[CH:11][CH:10]=[CH:9][CH:8]=2)[CH:21]=[CH:20][CH:19]=[CH:18][CH:17]=1 |f:0.1.2.3.4.5|. Procedure details: Lithium aluminum hydride reduction of 17-8 (1.36 g, 3.3 mmol) as described in Example 14 gave a quant. yield of the product 17-9 as a viscous oil. The hydrochloride melted at 151°-154° C.